Task: describe an organic reaction: reactants, conditions, products, and yield. Dataset: the Open Reaction Database (ORD), a public repository of structured organic reaction records Reaction conditions: time 15 minute. Solvent: O (water). Procedure: 2.3 g. (10 mmole) 2,3-dihydro-3,3-dimethyl-2-oxo-(1H)-indole-5-carboxylic acid, 1 drop of dimethylformamide and 15 ml. thionyl chloride were heated to the boil under reflux for 30 minutes. The thionyl chloride was removed under a vacuum and the crude product was used without further purification. The crude product was dissolved in 20 ml. dichloromethane and added dropwise to a solution of 2.5 g. (20 mmol) p-anisidine in 50 ml. dichloromethane while cooling with ice. After 15 minutes, 50 ml. wate... Reagents/catalysts: CN(C=O)C (dimethylformamide). Product: CC1(C(NC2=CC=C(C=C12)C(=O)NC1=CC=C(C=C1)OC)=O)C (2,3-Dihydro-3,3-dimethyl-N-(4-methoxyphenyl)-2-oxo-(1H)-indole-5-carboxamid). Starting materials: CC1(C(NC2=CC=C(C=C12)C(=O)O)=O)C (2,3-dihydro-3,3-dimethyl-2-oxo-(1H)-indole-5-carboxylic acid), ClCCl (dichloromethane), S(=O)(Cl)Cl (thionyl chloride), COC1=CC=C(C=C1)N (p-anisidine). RXN SMILES: [CH3:1][C:2]1([CH3:15])[C:10]2[C:5](=[CH:6][CH:7]=[C:8]([C:11]([OH:13])=O)[CH:9]=2)[NH:4][C:3]1=[O:14].S(Cl)(Cl)=O.[CH3:20][O:21][C:22]1[CH:27]=[CH:26][C:25]([NH2:28])=[CH:24][CH:23]=1.ClCCl>CN(C)C=O.O>[CH3:15][C:2]1([CH3:1])[C:10]2[C:5](=[CH:6][CH:7]=[C:8]([C:11]([NH:28][C:25]3[CH:26]=[CH:27][C:22]([O:21][CH3:20])=[CH:23][CH:24]=3)=[O:13])[CH:9]=2)[NH:4][C:3]1=[O:14]. Reactants: CCOC(C)=O, CCCCCCn1c(=O)c(CBr)c(OC)c2cc(C)ccc21, CN(C)C=O, [H-], [Na+], c1nnn[nH]1. Product: CCCCCCn1c(=O)c(Cc2nnn[nH]2)c(OC)c2cc(C)ccc21. RXN SMILES: [CH2:35]([O:36][C:37](=[O:38])[CH3:39])[CH3:40].[CH2:8]([CH2:9][CH2:10][CH2:11][CH2:12][CH3:13])[n:14]1[c:15](=[O:29])[c:16]([CH2:27][Br:28])[c:17]([O:25][CH3:26])[c:18]2[cH:19][c:20]([CH3:24])[cH:21][cH:22][c:23]12.[CH3:30][N:31]([CH3:32])[CH:33]=[O:34].[H-:6].[Na+:7].[nH:1]1[n:2][n:3][n:4][cH:5]1>>[n:1]1[n:2][n:3][nH:4][c:5]1[CH2:27][c:16]1[c:15](=[O:29])[n:14]([CH2:8][CH2:9][CH2:10][CH2:11][CH2:12][CH3:13])[c:23]2[c:18]([c:17]1[O:25][CH3:26])[cH:19][c:20]([CH3:24])[cH:21][cH:22]2. As a reaction SMILES: [H-].[Na+].C(OP([CH2:11][C:12]([O:14][CH2:15][CH3:16])=[O:13])(OCC)=O)C.[F:17][C:18]([F:40])([F:39])[O:19][C:20]1[CH:25]=[CH:24][C:23]([N:26]2[CH:30]=[N:29][C:28]([C:31]3[CH:38]=[CH:37][C:34]([CH:35]=O)=[CH:33][CH:32]=3)=[N:27]2)=[CH:22][CH:21]=1>O1CCCC1.O>[F:40][C:18]([F:17])([F:39])[O:19][C:20]1[CH:25]=[CH:24][C:23]([N:26]2[CH:30]=[N:29][C:28]([C:31]3[CH:38]=[CH:37][C:34](/[CH:35]=[CH:11]/[C:12]([O:14][CH2:15][CH3:16])=[O:13])=[CH:33][CH:32]=3)=[N:27]2)=[CH:22][CH:21]=1 |f:0.1|. Reported procedure: To an oven-dried 2 L three-necked round bottomed flask equipped with a stirring bar was added sodium hydride (60% oil immersion, 7.20 g, 180 mmol) as a solid that was pre-weighed into a 25-mL vial. This was diluted with anhydrous tetrahydrofuran (1 L) under nitrogen, and the solution was stirred in an ice bath. Ethyl 2-(diethoxyphosphoryl)acetate (30.0 mL, 151 mmol) was added dropwise in portions over 20 minutes, and the reaction was stirred at 0° C. for an additional 2 hours. 4-(1-(4-(Trifluoro... The solvent is O1CCCC1 (tetrahydrofuran), O (water). Yield: 101.5%. Yields the product FC(OC1=CC=C(C=C1)N1N=C(N=C1)C1=CC=C(C=C1)/C=C/C(=O)OCC)(F)F ((E)-ethyl 3-(4-(1-(4-(trifluoromethoxy)phenyl)-1H-1,2,4-triazol-3-yl)phenyl)acrylate). Run at time 8 hour. The reactants are [H-].[Na+] (sodium hydride), C(C)OP(=O)(OCC)CC(=O)OCC (Ethyl 2-(diethoxyphosphoryl)acetate), FC(OC1=CC=C(C=C1)N1N=C(N=C1)C1=CC=C(C=O)C=C1)(F)F (4-(1-(4-(Trifluoromethoxy)phenyl)-1H-1,2,4-triazol-3-yl)benzaldehyde). Procedure details: Literature precedent for ticlopidine (J. P. Maffrand, R. Boigegrain, Heterocycles, 1979, 12, 1479; FR 2,424,278) shows that (2-thienyl)ethylene oxide 14 reacts with o-chlorobenzylamine to provide the desired N-(2-(2-thienyl)-2-hydroxyethyl)-o-chlorobenzylamine in low yield due to lack of regioselectivity in the epoxide ring opening (Scheme 5). Starting materials: C=1C=CC(=C(C1)CN2CCC3=C(C=CS3)C2)Cl (ticlopidine), S1C(=CC=C1)C1CO1 ((2-thienyl)ethylene oxide), ClC1=C(CN)C=CC=C1 (o-chlorobenzylamine). As a reaction SMILES: [CH:1]1[CH:2]=[CH:3][C:4]([Cl:17])=[C:5]([CH2:7][N:8]2C[C:12]3[CH:13]=[CH:14][S:15][C:11]=3[CH2:10][CH2:9]2)[CH:6]=1.S1C=CC=C1C1[O:25]C1.ClC1C=CC=CC=1CN>>[S:15]1[CH:14]=[CH:13][CH:12]=[C:11]1[CH:10]([OH:25])[CH2:9][NH:8][CH2:7][C:5]1[CH:6]=[CH:1][CH:2]=[CH:3][C:4]=1[Cl:17]. Product: S1C(=CC=C1)C(CNCC1=C(C=CC=C1)Cl)O (N-(2-(2-thienyl)-2-hydroxyethyl)-o-chlorobenzylamine). Starting materials: CCS, Clc1ccccc1Cl, OCc1ccccc1O. Product: CCSCc1ccccc1O. As a reaction SMILES: [CH2:10]([CH3:11])[SH:12].[Cl:13][c:14]1[cH:15][cH:16][cH:17][cH:18][c:19]1[Cl:20].[OH:1][CH2:2][c:3]1[c:4]([OH:9])[cH:5][cH:6][cH:7][cH:8]1>>[CH2:2]([c:3]1[c:4]([OH:9])[cH:5][cH:6][cH:7][cH:8]1)[S:12][CH2:10][CH3:11]. Reactants: OCC1C[C@@H]2[C@@H](CN(C2)C(=O)OC(C)(C)C)C1 (tert-butyl(3aR,6aS)-5-(hydroxymethyl)hexahydrocyclopenta[c]pyrrole-2(1H)-carboxylate), Cl.C(C)(=O)OCC (hydrogen chloride ethyl acetate). Reaction SMILES: [OH:1][CH2:2][CH:3]1[CH2:17][C@@H:6]2[CH2:7][N:8](C(OC(C)(C)C)=O)[CH2:9][C@@H:5]2[CH2:4]1.[ClH:18].C(OCC)(=O)C>>[ClH:18].[CH2:7]1[C@H:6]2[CH2:17][CH:3]([CH2:2][OH:1])[CH2:4][C@H:5]2[CH2:9][NH:8]1 |f:1.2,3.4|. The product is Cl.C1NC[C@H]2[C@@H]1CC(C2)CO ((3aR,6aS)-octahydrocyclopenta[c]pyrrol-5-ylmethanol hydrochloride). Procedure: A solution of tert-butyl(3aR,6aS)-5-(hydroxymethyl)hexahydrocyclopenta[c]pyrrole-2(1H)-carboxylate (2.24 g) (WO 2006/14325 A2, 2006) in 4N hydrogen chloride/ethyl acetate (10 mL) was stirred at room temperature for 1 hr. The reaction mixture was concentrated to give the title compound (1.65 g).